Dataset: the Open Reaction Database (ORD), a public repository of structured organic reaction records. Task: describe an organic reaction: reactants, conditions, products, and yield Reactants: C1(=CC=C(C=C1)S(=O)(=O)[O-])C.C(C1=CC=CC=C1)[N+]1=C(SC(C1=O)=C1SC=C(N1C)C1=CC=CC=C1)SC (3′-benzyl-3-methyl-2′-methylthio-4′-oxo-4-phenyl-3H,4′H-[2,5′]bithiazolyliden-3′-ium p-toluenesulfonate), NC1=CC=C(NC(C)=O)C=C1 (4′-aminoacetanilide). Yields the product C(C1=CC=CC=C1)N1C(SC(C1=O)=C1SC=C(N1C)C1=CC=CC=C1)=NC1=CC=C(C=C1)NC(C)=O (N-[4-(3′-benzyl-3-methyl-4′-oxo-4-phenyl-3′,4′-dihydro-3H-[2,5′]-bithiazolyliden-2′-ylideneamino)phenyl]acetamide). As a reaction SMILES: C1(C)C=CC(S([O-])(=O)=O)=CC=1.[CH2:12]([N+:19]1[C:23](=[O:24])[C:22](=[C:25]2[N:29]([CH3:30])[C:28]([C:31]3[CH:36]=[CH:35][CH:34]=[CH:33][CH:32]=3)=[CH:27][S:26]2)[S:21][C:20]=1SC)[C:13]1[CH:18]=[CH:17][CH:16]=[CH:15][CH:14]=1.[NH2:39][C:40]1[CH:49]=[CH:48][C:43]([NH:44][C:45](=[O:47])[CH3:46])=[CH:42][CH:41]=1>>[CH2:12]([N:19]1[C:23](=[O:24])[C:22](=[C:25]2[N:29]([CH3:30])[C:28]([C:31]3[CH:32]=[CH:33][CH:34]=[CH:35][CH:36]=3)=[CH:27][S:26]2)[S:21][C:20]1=[N:39][C:40]1[CH:41]=[CH:42][C:43]([NH:44][C:45](=[O:47])[CH3:46])=[CH:48][CH:49]=1)[C:13]1[CH:14]=[CH:15][CH:16]=[CH:17][CH:18]=1 |f:0.1|. Reported procedure: The title compound was prepared from 3′-benzyl-3-methyl-2′-methylthio-4′-oxo-4-phenyl-3H,4′H-[2,5′]bithiazolyliden-3′-ium p-toluenesulfonate and 4′-aminoacetanilide in a manner similar to that described in Example 1. 1H-NMR (CDCl3): δ 7.56 (2H, d), 7.42–7.47 (5H, m), 7.24–7.34 (5H, m), 7.12 (1H, s), 6.97 (2H, d), 6.30 (1H, s), 5.15 (2H, s), 3.49 (3H, s), 2.17 (3H, s); MS(ESI): 513 (MH+). The reactants are CC(c1cccc2ccccc12)N(CC1CNCCC1c1ccccc1)C(=O)OC(C)(C)C, COC(=O)c1ccc(C(=O)O)cc1, CN(C)C=O, On1nnc2ccccc21. Product: COC(=O)c1ccc(C(=O)N2CCC(c3ccccc3)C(CN(C(=O)OC(C)(C)C)C(C)c3cccc4ccccc34)C2)cc1. RXN SMILES: [C:1]([CH3:2])([CH3:3])([CH3:4])[O:5][C:6]([N:7]([CH2:8][CH:9]1[CH2:10][NH:11][CH2:12][CH2:13][CH:14]1[c:15]1[cH:16][cH:17][cH:18][cH:19][cH:20]1)[CH:21]([CH3:22])[c:23]1[cH:24][cH:25][cH:26][c:27]2[cH:28][cH:29][cH:30][cH:31][c:32]12)=[O:33].[CH3:34][O:35][C:36](=[O:37])[c:38]1[cH:39][cH:40][c:41]([C:42](=[O:43])[OH:44])[cH:45][cH:46]1.[O:57]=[CH:58][N:59]([CH3:60])[CH3:61].[OH:47][n:48]1[c:49]2[c:50]([cH:51][cH:52][cH:53][cH:54]2)[n:55][n:56]1>>[C:1]([CH3:2])([CH3:3])([CH3:4])[O:5][C:6]([N:7]([CH2:8][CH:9]1[CH2:10][N:11]([C:42]([c:41]2[cH:40][cH:39][c:38]([C:36]([O:35][CH3:34])=[O:37])[cH:46][cH:45]2)=[O:43])[CH2:12][CH2:13][CH:14]1[c:15]1[cH:16][cH:17][cH:18][cH:19][cH:20]1)[CH:21]([CH3:22])[c:23]1[cH:24][cH:25][cH:26][c:27]2[cH:28][cH:29][cH:30][cH:31][c:32]12)=[O:33]. Starting materials: BrC1=C(SC=C1)Cl (3-bromo-2-chlorothiophene), NC=1C=C(C=CC1)B(O)O (3-aminophenylboronic acid), palladium tetrakistriphenylphosphine. Run in C(OC)COC (dimethoxyethane), C([O-])([O-])=O.[K+].[K+] (potassium carbonate). Reaction conditions: temperature 90 celsius. Yields the product DCM Hexanes, ClC=1SC=CC1C=1C=C(C=CC1)N (3-(2-chlorothiophen-3-yl)benzenamine). RXN SMILES: Br[C:2]1[CH:6]=[CH:5][S:4][C:3]=1[Cl:7].[NH2:8][C:9]1[CH:10]=[C:11](B(O)O)[CH:12]=[CH:13][CH:14]=1>C(COC)OC.C(=O)([O-])[O-].[K+].[K+]>[Cl:7][C:3]1[S:4][CH:5]=[CH:6][C:2]=1[C:13]1[CH:14]=[C:9]([NH2:8])[CH:10]=[CH:11][CH:12]=1 |f:3.4.5|. Procedure: 3-bromo-2-chlorothiophene (1.00 mL), 3-aminophenylboronic acid (2.2266 g) and palladium tetrakistriphenylphosphine (544.8 mg) were combined in a mixture of 40 mL of dimethoxyethane and 15 mL of 2.0 M aqueous potassium carbonate under an atmosphere of dry N2. The reaction mixture was heated at 90° C. overnight. The reaction mixture was then cooled to room temperature and partitioned between EtOAc and water. The EtOAc layer was then dried over MgSO4, filtered and concentrated under vacuum. The res... Reactants: C1CCOC1, COCCO[AlH2-]OCCOC, CC(C)(C)OC(=O)NC(Cc1ccccc1)c1cc(-c2ccccc2OCc2ccccc2)nc(N)c1C(=O)OC(C)(C)C, [Na+]. The product is CC(C)(C)OC(=O)NC(Cc1ccccc1)c1cc(-c2ccccc2OCc2ccccc2)nc(N)c1C=O. Reaction SMILES: [CH2:57]1[O:58][CH2:59][CH2:60][CH2:61]1.[CH3:46][O:47][CH2:48][CH2:49][O:50][AlH2-:51][O:52][CH2:53][CH2:54][O:55][CH3:56].[NH2:1][c:2]1[c:3]([C:4](=[O:5])[O:6][C:7]([CH3:8])([CH3:9])[CH3:10])[c:11]([CH:29]([CH2:30][c:31]2[cH:32][cH:33][cH:34][cH:35][cH:36]2)[NH:37][C:38](=[O:39])[O:40][C:41]([CH3:42])([CH3:43])[CH3:44])[cH:12][c:13](-[c:15]2[c:16]([O:21][CH2:22][c:23]3[cH:24][cH:25][cH:26][cH:27][cH:28]3)[cH:17][cH:18][cH:19][cH:20]2)[n:14]1.[Na+:45]>>[NH2:1][c:2]1[c:3]([CH:4]=[O:5])[c:11]([CH:29]([CH2:30][c:31]2[cH:32][cH:33][cH:34][cH:35][cH:36]2)[NH:37][C:38](=[O:39])[O:40][C:41]([CH3:42])([CH3:43])[CH3:44])[cH:12][c:13](-[c:15]2[c:16]([O:21][CH2:22][c:23]3[cH:24][cH:25][cH:26][cH:27][cH:28]3)[cH:17][cH:18][cH:19][cH:20]2)[n:14]1. The reactants are [Na] (sodium), C(#N)C1=NC=CC=C1F (2-Cyano-3-fluoropyridine), [Cl-].[NH4+] (ammonium chloride), C(C)(=O)O (acetic acid). The solvent is CO (methanol), CO (methanol). Run at temperature 20 celsius, time 72 hour. Yields the product Cl.C(N)(=N)C1=NC=CC=C1F (2-Amidino-3-fluoropyridine Hydrochloride). Reaction SMILES: [C:1]([C:3]1[C:8]([F:9])=[CH:7][CH:6]=[CH:5][N:4]=1)#[N:2].[Na].[Cl-:11].[NH4+:12].C(O)(=O)C>CO>[ClH:11].[C:1]([C:3]1[C:8]([F:9])=[CH:7][CH:6]=[CH:5][N:4]=1)(=[NH:12])[NH2:2] |f:2.3,6.7,^1:9|. Procedure: 10.30 g (84.355 mmol) of the compound from Example II are dissolved in 30 ml of methanol. The solution is admixed with a solution of 0.40 g (17.391 mmol) of sodium in 65 ml of methanol and stirred at 20° C. for 72 hours. 5.44 g (101.682 mmol) of ammonium chloride (ground in a mortar) and 17.39 mmol (1.04 ml) of acetic acid are added and the mixture is stirred at 40° C. for 28 hours and cooled. Insoluble salt is filtered off with suction (1.78 g) and the filtrate is concentrated, concentrated wit... Product: ClC1=CC=C(C[C@H](NC(=O)OC(C)(C)C)C(=O)N[C@H](C(C)(C)S)C(=O)OC)C=C1 (N-[4-chloro-N-[(1,1-dimethylethoxy)carbonyl]-L-phenylalanyl]-3-mercapto-D-valine, methyl ester), solid. The reactants are C(=O)(OC(C)(C)C)N[C@@H](CC1=CC=C(C=C1)Cl)C(=O)O (Nα -Boc-(p-chloro) phenylalanine), Cl.COC([C@H](N)C(C)(C)S)=O (D-penicillamine methylester hydrochloride). RXN SMILES: [C:1]([NH:8][C@H:9]([C:18]([OH:20])=O)[CH2:10][C:11]1[CH:16]=[CH:15][C:14]([Cl:17])=[CH:13][CH:12]=1)([O:3][C:4]([CH3:7])([CH3:6])[CH3:5])=[O:2].Cl.[CH3:22][O:23][C:24](=[O:31])[C@@H:25]([C:27]([SH:30])([CH3:29])[CH3:28])[NH2:26]>>[Cl:17][C:14]1[CH:13]=[CH:12][C:11]([CH2:10][C@@H:9]([C:18]([NH:26][C@@H:25]([C:24]([O:23][CH3:22])=[O:31])[C:27]([SH:30])([CH3:29])[CH3:28])=[O:20])[NH:8][C:1]([O:3][C:4]([CH3:5])([CH3:6])[CH3:7])=[O:2])=[CH:16][CH:15]=1 |f:1.2|. Isolated yield 84.5%. Procedure details: The title compound was synthesized by coupling Nα -Boc-(p-chloro) phenylalanine (4.96 g, 16.5 mmol) to 3.6 g (18.2 mmol) of D-penicillamine methylester hydrochloride using the procedure described above in Example 19. The title compound was obtained as a white solid (6.2 g, 84.5%). The reactants are CCCCOc1ncccc1C(=O)O, O=C(OC(=O)C(F)(F)F)C(F)(F)F, O=C1CCC(=O)N1I, O=C(O)C(F)(F)F. The product is CCCCOc1ncc(I)cc1C(=O)O. As a reaction SMILES: [CH2:9]([CH2:10][CH2:11][CH3:12])[O:13][c:14]1[n:15][cH:16][cH:17][cH:18][c:19]1[C:20](=[O:21])[OH:22].[F:30][C:31]([F:32])([F:33])[C:34]([O:35][C:36](=[O:37])[C:38]([F:39])([F:40])[F:41])=[O:42].[I:1][N:2]1[C:3](=[O:4])[CH2:5][CH2:6][C:7]1=[O:8].[OH:23][C:24]([C:25]([F:26])([F:27])[F:28])=[O:29]>>[I:1][c:17]1[cH:16][n:15][c:14]([O:13][CH2:9][CH2:10][CH2:11][CH3:12])[c:19]([C:20](=[O:21])[OH:22])[cH:18]1.